Task: describe an organic reaction: reactants, conditions, products, and yield. Dataset: the Open Reaction Database (ORD), a public repository of structured organic reaction records Starting materials: C1(=CC=CC=C1)[C@H](C)[N@@]1C(C1)C=O ((R)-1-((S)-1-phenylethyl)aziridine-2-carbaldehyde), C1(=CC=CC=C1)[C@H](C)[N@@]1C(C1)C=O ((R)-1-((S)-1-Phenylethyl)aziridine-2-carbaldehyde), O (H2O), BrC1=CC=CC=C1 (bromobenzene), [Li]C(C)(C)C (t-BuLi). Solvent: C1CCOC1 (THF), C1CCOC1 (THF). Conditions: time 0.5 hour. The product is C1(=CC=CC=C1)[C@@H](O)C1[N@](C1)[C@@H](C)C1=CC=CC=C1 ((R)-Phenyl((R)-1-((S)-1-phenylethyl)aziridin-2-yl)methanol). The yield is 86.0%. Reaction SMILES: Br[C:2]1[CH:7]=[CH:6][CH:5]=[CH:4][CH:3]=1.[Li]C(C)(C)C.[C:13]1([C@@H:19]([N@:21]2[CH2:23][CH:22]2[CH:24]=[O:25])[CH3:20])[CH:18]=[CH:17][CH:16]=[CH:15][CH:14]=1.O>C1COCC1>[C:2]1([C@H:24]([CH:22]2[CH2:23][N@@:21]2[C@H:19]([C:13]2[CH:18]=[CH:17][CH:16]=[CH:15][CH:14]=2)[CH3:20])[OH:25])[CH:7]=[CH:6][CH:5]=[CH:4][CH:3]=1. Procedure details: To a solution of bromobenzene (4.93 g, 31.4 mmol) in THF 125 mL under nitrogen at −78° was added t-BuLi (1.7 M in pentane, 50 mL). The mixture was stirred for 0.5 h at room temperature. The mixture was cooled down to −78° C. and a solution of (R)-1-((S)-1-phenylethyl)aziridine-2-carbaldehyde EBE 06048 (2.5 g, 14.3 mmol) in THF (16.7 mL) at −78° C. was added dropwise. The reaction mixture was treated with H2O (20 mL), the organic layer was separated and the aqueous phase was extracted with EtOAc.... Starting materials: CC12CCC(C3(OC4=C(C31C)C=C(C=C4)C(=O)C4=CC=C(C(=O)OC)C=C4)C)C2 (methyl 4-[(1,2,3,4-tetrahydro-1,4a,9b-trimethyl-1,4-methanodibenzofuran-8-yl)carbonyl]benzoate), C(CO)O (ethylene glycol), CC=1C=CC(=CC1)S(=O)(=O)O (TsOH), C([O-])(O)=O.[Na+] (sodium bicarbonate). The solvent is C1=CC=CC=C1 (benzene). Yields the product CC12CCC(C3(OC4=C(C31C)C=C(C=C4)C4(OCCO4)C4=CC=C(C=C4)C(=O)OC)C)C2 (2-(1,2,3,4-tetrahydro-1,4a,9b-trimethyl-1,4-methanodibenzofuran-8-yl)-2-(4-methoxycarbonylphenyl)-1,3-dioxolane). As a reaction SMILES: [CH3:1][C:2]12[CH2:29][CH:5]([C:6]3([CH3:28])[C:10]1([CH3:11])[C:9]1[CH:12]=[C:13]([C:16]([C:18]4[CH:27]=[CH:26][C:21]([C:22]([O:24][CH3:25])=[O:23])=[CH:20][CH:19]=4)=[O:17])[CH:14]=[CH:15][C:8]=1[O:7]3)[CH2:4][CH2:3]2.[CH2:30](O)[CH2:31][OH:32].CC1C=CC(S(O)(=O)=O)=CC=1.C(=O)(O)[O-].[Na+]>C1C=CC=CC=1>[CH3:1][C:2]12[CH2:29][CH:5]([C:6]3([CH3:28])[C:10]1([CH3:11])[C:9]1[CH:12]=[C:13]([C:16]4([C:18]5[CH:19]=[CH:20][C:21]([C:22]([O:24][CH3:25])=[O:23])=[CH:26][CH:27]=5)[O:32][CH2:31][CH2:30][O:17]4)[CH:14]=[CH:15][C:8]=1[O:7]3)[CH2:4][CH2:3]2 |f:3.4|. Procedure details: 2 g (5.12 mmol) of the ketone obtained in Example 8, in 20 ml of benzene, were treated with 0.5 ml of ethylene glycol and 10 mg of TsOH. The reaction mixture was heated at reflux for 24 hours and was then neutralized with a saturated sodium bicarbonate solution. After extraction with ethyl ether, the organic phase was washed with water, dried over magnesium sulfate, filtered and evaporated to yield, after chromatography on silica in a hexane/EtOAc (90/10) mixture and triturating in hexane, 910 m... The reactants are CC(C)(C)OC(=O)NC1CCN(Cc2ccc(F)cc2)C1, O=CO. Yields the product NC1CCN(Cc2ccc(F)cc2)C1. As a reaction SMILES: [C:1]([O:2][C:3](=[O:4])[NH:8][CH:9]1[CH2:10][N:11]([CH2:14][c:15]2[cH:16][cH:17][c:18]([F:21])[cH:19][cH:20]2)[CH2:12][CH2:13]1)([CH3:5])([CH3:6])[CH3:7].[CH:22]([OH:23])=[O:24]>>[NH2:8][CH:9]1[CH2:10][N:11]([CH2:14][c:15]2[cH:16][cH:17][c:18]([F:21])[cH:19][cH:20]2)[CH2:12][CH2:13]1.